Dataset: the Open Reaction Database (ORD), a public repository of structured organic reaction records. Task: describe an organic reaction: reactants, conditions, products, and yield Starting materials: N(=O)[O-].[Na+] (NaNO2), FC1=C(C=CC=C1F)NC(=NN)C1=CNC2=NC=CC=C21 (N-(2,3-Difluoro-phenyl)-N′-amino-1H-pyrrolo[2,3-b]pyridine-3-carboxamidine), [OH-].[Na+] (NaOH). Solvent: O (water), Cl (HCl). Yields the product FC1=C(C=CC=C1F)N1N=NN=C1C1=CNC2=NC=CC=C21 (3-[1-(2,3-Difluoro-phenyl)-1H-tetrazol-5-yl]-1H-pyrrolo [2,3-b]pyridine). Yield: 57.1%. RXN SMILES: [F:1][C:2]1[C:7]([F:8])=[CH:6][CH:5]=[CH:4][C:3]=1[NH:9][C:10]([C:13]1[C:21]2[C:16](=[N:17][CH:18]=[CH:19][CH:20]=2)[NH:15][CH:14]=1)=[N:11][NH2:12].[N:22]([O-])=O.[Na+].[OH-].[Na+]>Cl.O>[F:1][C:2]1[C:7]([F:8])=[CH:6][CH:5]=[CH:4][C:3]=1[N:9]1[C:10]([C:13]2[C:21]3[C:16](=[N:17][CH:18]=[CH:19][CH:20]=3)[NH:15][CH:14]=2)=[N:11][N:12]=[N:22]1 |f:1.2,3.4|. Reported procedure: N-(2,3-Difluoro-phenyl)-N′-amino-1H-pyrrolo[2,3-b]pyridine-3-carboxamidine (prepared by using procedures described in Method G) (20 mg, 0.07 mmol) was dissolved in 2N HCl (2 mL)). A solution of NaNO2 (6 mg) in water (1 mL) was added at 0° C. The mixture was stirred at 0° C. for 30 min and neutralized with 6N NaOH. The precipitate was collected by filtration and the crude product was purified by HPLC to afford a white solid (12 mg, 0.04 mmol). Starting materials: C1CCOC1, [Li]CCCC, O=C1CC2C=CC(C1)O2, CCCn1c(=O)c2[nH]c(C3CC4CCC(C3)C4(C)O)nc2n(CCC)c1=O. Product: CCCn1c(=O)c2nc(C3(O)CC4C=CC(C3)O4)[nH]c2n(CCC)c1=O. As a reaction SMILES: [CH2:42]1[O:43][CH2:44][CH2:45][CH2:46]1.[CH3:28][CH2:29][CH2:30][CH2:31][Li:32].[CH:33]12[CH2:34][C:35](=[O:41])[CH2:36][CH:37]([CH:38]=[CH:39]1)[O:40]2.[OH:1][C:2]1([CH3:3])[CH:4]2[CH2:5][CH2:6][CH:7]1[CH2:8][CH:9]([c:10]1[n:11][c:12]3[n:13]([CH2:24][CH2:25][CH3:26])[c:14](=[O:23])[n:15]([CH2:20][CH2:21][CH3:22])[c:16](=[O:19])[c:17]3[nH:18]1)[CH2:27]2>>[c:10]1([C:35]2([OH:41])[CH2:34][CH:33]3[CH:39]=[CH:38][CH:37]([CH2:36]2)[O:40]3)[nH:11][c:12]2[n:13]([CH2:24][CH2:25][CH3:26])[c:14](=[O:23])[n:15]([CH2:20][CH2:21][CH3:22])[c:16](=[O:19])[c:17]2[n:18]1. Starting materials: ClC=1C=C(OCC(=O)OC(C)(C)C)C=CC1C(F)(F)F (tert-Butyl [3-chloro-4-(trifluoromethyl)phenoxy]acetate), FC(C(=O)O)(F)F (trifluoroacetic acid). Procedure details: tert-Butyl [3-chloro-4-(trifluoromethyl)phenoxy]acetate (1.2 g, 3.8 mmol) was added trifluoroacetic acid (TFA) (3 ml). The mixture was stirred for 5 hours at ambient temperature. The solvent was removed under reduced pressure to give the residue, which was applied to a recrystallization from hexane-methylene dichloride to furnish 251 mg (80% yield) of the title compound as a brown solid. Reaction SMILES: [Cl:1][C:2]1[CH:3]=[C:4]([CH:14]=[CH:15][C:16]=1[C:17]([F:20])([F:19])[F:18])[O:5][CH2:6][C:7]([O:9]C(C)(C)C)=[O:8].FC(F)(F)C(O)=O>>[Cl:1][C:2]1[CH:3]=[C:4]([CH:14]=[CH:15][C:16]=1[C:17]([F:18])([F:19])[F:20])[O:5][CH2:6][C:7]([OH:9])=[O:8]. Isolated yield 25.9%. The product is ClC=1C=C(OCC(=O)O)C=CC1C(F)(F)F ([3–Chloro-4-(trifluoromethyl)phenoxy]acetic acid). Conditions: time 5 hour. Reactants: Cl (hydrochloric acid), CC([O-])C.[Al+3].CC([O-])C.CC([O-])C (aluminum isopropoxide), [N+](=O)([O-])C=1C=C(C=O)C=CC1 (3-nitrobenzaldehyde), C\C(=C/CO)\CC\C=C(\CCC=C(C)C)/C ((2E,6E)-3,7,11-Trimethyl-2,6,10-dodecatrien-1-ol). Run in C1CCCCC1 (cyclohexane), CCCCCC (hexane). Conditions: time 2 hour. Product: C\C(=C/C=O)\CC\C=C(\CCC=C(C)C)/C ((2E,6E)-3,7,11-trimethyl-2,6,10-dodecatrien-1-al). The yield is 96.0%. RXN SMILES: [CH3:1]/[C:2](/[CH2:6][CH2:7]/[CH:8]=[C:9](\[CH3:16])/[CH2:10][CH2:11][CH:12]=[C:13]([CH3:15])[CH3:14])=[CH:3]\[CH2:4][OH:5].CC(C)[O-].[Al+3].CC(C)[O-].CC(C)[O-].[N+](C1C=C(C=CC=1)C=O)([O-])=O.Cl>C1CCCCC1.CCCCCC>[CH3:1]/[C:2](/[CH2:6][CH2:7]/[CH:8]=[C:9](\[CH3:16])/[CH2:10][CH2:11][CH:12]=[C:13]([CH3:15])[CH3:14])=[CH:3]\[CH:4]=[O:5] |f:1.2.3.4|. Procedure details: (2E,6E)-3,7,11-Trimethyl-2,6,10-dodecatrien-1-ol (445 mg, 2.0 mmol) was dissolved in cyclohexane (1 mL), added with aluminum isopropoxide (40 mg, 0.1 eq, 0.2 mmol) and 3-nitrobenzaldehyde (393 mg, 1.3 eq, 2.6 mmol) and stirred at room temperature for 2 hours. The reaction mixture was added with hexane, then made acidic with addition of 1 N hydrochloric acid and extracted twice with ethyl acetate. Subsequently, the organic layer was washed with saturated brine and dried over magnesium sulfate. Th... The reactants are C1(=CC=CC=C1)C#CC#CC1=CC=CC=C1 (1,4-di-phenylbutadiyne), BrC1=CC=C(N)C=C1 (p-bromoaniline). Reagents/catalysts: [Cu]Cl (copper(I) chloride). Run in C(Cl)(Cl)Cl (chloroform). Yields the product BrC1=CC=C(C=C1)N1C(=CC=C1C1=CC=CC=C1)C1=CC=CC=C1 (N-(4-Bromophenyl)-2,5-diphenylpyrrole). The yield is 73.7%. As a reaction SMILES: [C:1]1([C:7]#[C:8][C:9]#[C:10][C:11]2[CH:16]=[CH:15][CH:14]=[CH:13][CH:12]=2)[CH:6]=[CH:5][CH:4]=[CH:3][CH:2]=1.[Br:17][C:18]1[CH:24]=[CH:23][C:21]([NH2:22])=[CH:20][CH:19]=1>C(Cl)(Cl)Cl.[Cu]Cl>[Br:17][C:18]1[CH:24]=[CH:23][C:21]([N:22]2[C:7]([C:1]3[CH:6]=[CH:5][CH:4]=[CH:3][CH:2]=3)=[CH:8][CH:9]=[C:10]2[C:11]2[CH:12]=[CH:13][CH:14]=[CH:15][CH:16]=2)=[CH:20][CH:19]=1. Procedure: Under an argon atmosphere, 15 g (74 mmol) of 1,4-di-phenylbutadiyne, 12.76 g (74 mmol) of p-bromoaniline and 1.84 g (18 mmol) copper(I) chloride were put into 500 ml round-bottomed flask, and the resulting mixture was reacted at 150° C. for 5 hours while stirring. After the reaction was completed, the reaction mixture was cooled down to room temperature, dissolved in chloroform and then washed with 5% hydrochloric acid several times. The combined organic extract was washed with water several tim... Starting materials: C1(CC1)C1=CC(=NC=2N1N=CC2C(=O)O)C2=CC=C(C=C2)C(F)(F)F (7-cyclopropyl-5-(4-trifluoromethyl-phenyl)-pyrazolo[1,5-a]pyrimidine-3-carboxylic acid), ONC(C1=CC=C(C=C1)S(N)(=O)=O)=N (N-hydroxy-4-sulfamoyl-benzamidine). Yields the product C1(CC1)C1=CC(=NC=2N1N=CC2C2=NC(=NO2)C2=CC=C(C=C2)S(=O)(=O)N)C2=CC=C(C=C2)C(F)(F)F (4-{5-[7-Cyclopropyl-5-(4-trifluoromethyl-phenyl)-pyrazolo[1,5-a]pyrimidin-3-yl]-[1,2,4]oxadiazol-3-yl}-benzenesulfonamide). As a reaction SMILES: [CH:1]1([C:4]2[N:9]3[N:10]=[CH:11][C:12]([C:13]([OH:15])=O)=[C:8]3[N:7]=[C:6]([C:16]3[CH:21]=[CH:20][C:19]([C:22]([F:25])([F:24])[F:23])=[CH:18][CH:17]=3)[CH:5]=2)[CH2:3][CH2:2]1.O[NH:27][C:28](=[NH:39])[C:29]1[CH:34]=[CH:33][C:32]([S:35](=[O:38])(=[O:37])[NH2:36])=[CH:31][CH:30]=1>>[CH:1]1([C:4]2[N:9]3[N:10]=[CH:11][C:12]([C:13]4[O:15][N:39]=[C:28]([C:29]5[CH:30]=[CH:31][C:32]([S:35]([NH2:36])(=[O:37])=[O:38])=[CH:33][CH:34]=5)[N:27]=4)=[C:8]3[N:7]=[C:6]([C:16]3[CH:21]=[CH:20][C:19]([C:22]([F:25])([F:24])[F:23])=[CH:18][CH:17]=3)[CH:5]=2)[CH2:2][CH2:3]1. Reported procedure: The title compound was prepared from 7-cyclopropyl-5-(4-trifluoromethyl-phenyl)-pyrazolo[1,5-a]pyrimidine-3-carboxylic acid (example C.29) (174 mg, 0.5 mmol) and N-hydroxy-4-sulfamoyl-benzamidine [CAS-No. 4476-10-2] (161 mg, 0.75 mmol) according to general procedure II. Obtained after purification by column chromatography (dichloromethane/MeOH/NH4OH) and crystallization (dichloromethane/MeOH/hexane) as a light yellow solid (191 mg, 73%). MS (EI) 526.1 [(M)+]; mp 313° C. The reactants are resultant mixture, B(F)(F)F.CCOCC (boron trifluoride diethyl ether), C(#N)[BH3-].[Na+] (sodium cyanoborohydride), O (water), O1C(C1)C1=C(C#N)C=C(C=C1)OC1=C(C=C(C=C1)C(C(F)(F)F)(C(F)(F)F)OCOC)CCC (2-oxiranyl-5-[2-propyl-4-(2,2,2-trifluoro-1-methoxymethoxy-1-trifluoromethyl-ethyl)-phenoxy]-benzonitrile), B(F)(F)F.CCOCC (boron trifluoride diethyl ether), C(#N)[BH3-].[Na+] (sodium cyanoborohydride). Run in O1CCCC1 (tetrahydrofuran). Run at time 2 hour. Product: OCCC1=C(C#N)C=C(C=C1)OC1=C(C=C(C=C1)C(C(F)(F)F)(C(F)(F)F)OCOC)CCC (2-(2-hydroxy-ethyl)-5-[2-propyl-4-(2,2,2-trifluoro-1-methoxymethoxy-1-trifluoromethyl-ethyl)-phenoxy]-benzonitrile). Yield: 43.9%. As a reaction SMILES: [O:1]1[CH2:3][CH:2]1[C:4]1[CH:11]=[CH:10][C:9]([O:12][C:13]2[CH:18]=[CH:17][C:16]([C:19]([O:28][CH2:29][O:30][CH3:31])([C:24]([F:27])([F:26])[F:25])[C:20]([F:23])([F:22])[F:21])=[CH:15][C:14]=2[CH2:32][CH2:33][CH3:34])=[CH:8][C:5]=1[C:6]#[N:7].B(F)(F)F.CCOCC.C([BH3-])#N.[Na+].O>O1CCCC1>[OH:1][CH2:3][CH2:2][C:4]1[CH:11]=[CH:10][C:9]([O:12][C:13]2[CH:18]=[CH:17][C:16]([C:19]([O:28][CH2:29][O:30][CH3:31])([C:24]([F:25])([F:26])[F:27])[C:20]([F:23])([F:22])[F:21])=[CH:15][C:14]=2[CH2:32][CH2:33][CH3:34])=[CH:8][C:5]=1[C:6]#[N:7] |f:1.2,3.4|. Procedure: A solution of 2-oxiranyl-5-[2-propyl-4-(2,2,2-trifluoro-1-methoxymethoxy-1-trifluoromethyl-ethyl)-phenoxy]-benzonitrile (5.0 mg, 0.0102 mmol) in tetrahydrofuran (200 μL) was sequentially added with boron trifluoride diethyl ether (2.5 μL, 0.0204 mmol) and sodium cyanoborohydride (2.6 mg, 0.0409 mmol) under ice-cold conditions, and stirred at room temperature for 2 hours. Subsequently, the resultant mixture was further sequentially added with boron trifluoride diethyl ether (2.5 μL, 0.0204 mmol) ... Starting materials: FC(COC1=C(C(=O)Cl)C=C(C=C1)OCC(F)(F)F)(F)F (2,5-bis(2,2,2trifluoroethoxy)benzoic acid chloride), NCC1=NC=CC=C1 (2-aminomethylpyridine). Yields the product FC(COC1=C(C(=O)NCC2=NC=CC=C2)C=C(C=C1)OCC(F)(F)F)(F)F (2,5-bis(2,2,2-trifluoroethoxy)-N-(2-pyridylmethyl)benzamide). As a reaction SMILES: [F:1][C:2]([F:21])([F:20])[CH2:3][O:4][C:5]1[CH:13]=[CH:12][C:11]([O:14][CH2:15][C:16]([F:19])([F:18])[F:17])=[CH:10][C:6]=1[C:7](Cl)=[O:8].[NH2:22][CH2:23][C:24]1[CH:29]=[CH:28][CH:27]=[CH:26][N:25]=1>>[F:1][C:2]([F:21])([F:20])[CH2:3][O:4][C:5]1[CH:13]=[CH:12][C:11]([O:14][CH2:15][C:16]([F:19])([F:18])[F:17])=[CH:10][C:6]=1[C:7]([NH:22][CH2:23][C:24]1[CH:29]=[CH:28][CH:27]=[CH:26][N:25]=1)=[O:8]. Procedure details: contacting said 2,5-bis(2,2,2trifluoroethoxy)benzoic acid chloride with 2-aminomethylpyridine to provide 2,5-bis(2,2,2-trifluoroethoxy)-N-(2-pyridylmethyl)benzamide. The product is C(C)(C)(C)OC(NC(CC1=CNC2=C(C=CC=C12)C=CC1=NC=CN=C1)(C)C)=O ({1,1-Dimethyl-2-[7-(2-pyrazin-2-yl-vinyl)-1H-indol-3-yl]-ethyl}-carbamic acid tert-butyl ester). Starting materials: C(C)(C)(C)OC(NC(CC1=CNC2=C(C=CC=C12)CS(=O)(=O)C(F)(F)F)(C)C)=O ([1,1-dimethyl-2-(7-trifluoromethanesulfonylmethyl-1H-indol-3-yl)-ethyl]-carbamic acid tert-butyl ester), C(=C)C1=NC=CN=C1 (2-vinylpyrazine), Amine. Reported procedure: {1,1-Dimethyl-2-[7-(2-pyrazin-2-yl-vinyl)-1H-indol-3-yl]-ethyl}-carbamic acid tert-butyl ester is prepared from [1,1-dimethyl-2-(7-trifluoromethanesulfonylmethyl-1H-indol-3-yl)-ethyl]-carbamic acid tert-butyl ester and 2-vinylpyrazine as described for the preparation of Amine 23 (99%). FDMS m/e=393.2 (M++1) Reaction SMILES: [C:1]([O:5][C:6](=[O:29])[NH:7][C:8]([CH3:28])([CH3:27])[CH2:9][C:10]1[C:18]2[C:13](=[C:14]([CH2:19]S(C(F)(F)F)(=O)=O)[CH:15]=[CH:16][CH:17]=2)[NH:12][CH:11]=1)([CH3:4])([CH3:3])[CH3:2].[CH:30]([C:32]1[CH:37]=[N:36][CH:35]=[CH:34][N:33]=1)=C>>[C:1]([O:5][C:6](=[O:29])[NH:7][C:8]([CH3:28])([CH3:27])[CH2:9][C:10]1[C:18]2[C:13](=[C:14]([CH:19]=[CH:30][C:32]3[CH:37]=[N:36][CH:35]=[CH:34][N:33]=3)[CH:15]=[CH:16][CH:17]=2)[NH:12][CH:11]=1)([CH3:4])([CH3:3])[CH3:2]. Starting materials: CCOC(C)=O, Cc1ccccc1, [Cl-], [Cl-], CN(C)C=O, O=P(Cl)(Cl)Cl, [Zn+2], CCn1c2ccccc2c2cc(C=C(c3ccccc3)c3ccccc3)ccc21, c1ccccc1. Product: CCn1c2ccc(C=O)cc2c2cc(C=C(c3ccccc3)c3ccccc3)ccc21. RXN SMILES: [C:50]([O:51][CH2:52][CH3:53])(=[O:54])[CH3:55].[CH3:40][c:41]1[cH:42][cH:43][cH:44][cH:45][cH:46]1.[Cl-:47].[Cl-:49].[O:30]=[CH:31][N:32]([CH3:33])[CH3:34].[P:35]([Cl:36])([Cl:37])([Cl:38])=[O:39].[Zn+2:48].[c:1]1([C:7](=[CH:8][c:9]2[cH:10][cH:11][c:12]3[n:13]([CH2:22][CH3:23])[c:14]4[cH:15][cH:16][cH:17][cH:18][c:19]4[c:20]3[cH:21]2)[c:24]2[cH:25][cH:26][cH:27][cH:28][cH:29]2)[cH:2][cH:3][cH:4][cH:5][cH:6]1.[cH:56]1[cH:57][cH:58][cH:59][cH:60][cH:61]1>>[c:1]1([C:7](=[CH:8][c:9]2[cH:10][cH:11][c:12]3[n:13]([CH2:22][CH3:23])[c:14]4[cH:15][cH:16][c:17]([CH:31]=[O:30])[cH:18][c:19]4[c:20]3[cH:21]2)[c:24]2[cH:25][cH:26][cH:27][cH:28][cH:29]2)[cH:2][cH:3][cH:4][cH:5][cH:6]1.